Dataset: the Open Reaction Database (ORD), a public repository of structured organic reaction records. Task: describe an organic reaction: reactants, conditions, products, and yield Reactants: C(C)(=O)OCC (ethyl acetate), FC=1C=C(C=CC1F)[C@@H]1NC(O[C@H]1CO)=O ((4S,5R) 4-(3,4-difluorophenyl)-5-hydroxymethyl-oxazolidin-2-one), O1CCCC=C1 (2,3-dihydropyran), C12(C(=O)CC(CC1)C2(C)C)CS(=O)(=O)O (camphorsulfonic acid). Run in CCCCCC (hexane), ClCCl (dichloromethane), ClCCl (dichloromethane). Conditions: time 3 hour. The product is FC=1C=C(C=CC1F)[C@@H]1NC(O[C@H]1COC1OCCCC1)=O ((4S,5R)-4-(3,4-difluorophenyl)-5-(tetrahydropyran-2-yloxymethyl)-oxazolidin-2-one). Yield: 80.0%. Reaction SMILES: [F:1][C:2]1[CH:3]=[C:4]([C@H:9]2[C@H:13]([CH2:14][OH:15])[O:12][C:11](=[O:16])[NH:10]2)[CH:5]=[CH:6][C:7]=1[F:8].[O:17]1[CH:22]=[CH:21][CH2:20][CH2:19][CH2:18]1.C12(CS(O)(=O)=O)C(C)(C)C(CC1)CC2=O.C(OCC)(=O)C>ClCCl.CCCCCC>[F:1][C:2]1[CH:3]=[C:4]([C@H:9]2[C@H:13]([CH2:14][O:15][CH:18]3[CH2:19][CH2:20][CH2:21][CH2:22][O:17]3)[O:12][C:11](=[O:16])[NH:10]2)[CH:5]=[CH:6][C:7]=1[F:8]. Procedure details: To a solution of (4S,5R) 4-(3,4-difluorophenyl)-5-hydroxymethyl-oxazolidin-2-one (695 mg, 3.0 mmol) in dry dichloromethane (30 mL) was added 2,3-dihydropyran (0.3 mL, 3.6 mmol) and camphorsulfonic acid (70 mg, 0.3 mmol). The reaction mixture was stirred at ambient temperature for 3 h. The reaction mixture was diluted with dichloromethane (100 mL) and washed with saturated sodium bicarbonate solution (2×100 ml), brine (1×100 ml), dried over magnesium sulfate and filtered. The volatiles were remov... Starting materials: ONC(=N)C1CC1 (N-hydroxy-cyclopropane-carboxamidine), FC1=CC=C(C=C1)C1CCC(N1S(=O)(=O)C1=CC=C(C=C1)C)CCC(=O)O ((2RS,5SR)-3-[5-(4-fluoro-phenyl)-1-(toluene-4-sulfonyl)-pyrrolidin-2-yl]-propionic acid). Yields the product C1(CC1)C1=NOC(=N1)CCC1N(C(CC1)C1=CC=C(C=C1)F)S(=O)(=O)C1=CC=C(C=C1)C ((2RS,5SR)-3-Cyclopropyl-5-{2-[5-(4-fluoro-phenyl)-1-(toluene-4-sulfonyl)-pyrrolidin-2-yl]-ethyl}-[1,2,4]oxadiazole). Reaction SMILES: [OH:1][NH:2][C:3]([CH:5]1[CH2:7][CH2:6]1)=[NH:4].[F:8][C:9]1[CH:14]=[CH:13][C:12]([CH:15]2[N:19]([S:20]([C:23]3[CH:28]=[CH:27][C:26]([CH3:29])=[CH:25][CH:24]=3)(=[O:22])=[O:21])[CH:18]([CH2:30][CH2:31][C:32](O)=O)[CH2:17][CH2:16]2)=[CH:11][CH:10]=1>>[CH:5]1([C:3]2[N:4]=[C:32]([CH2:31][CH2:30][CH:18]3[CH2:17][CH2:16][CH:15]([C:12]4[CH:11]=[CH:10][C:9]([F:8])=[CH:14][CH:13]=4)[N:19]3[S:20]([C:23]3[CH:28]=[CH:27][C:26]([CH3:29])=[CH:25][CH:24]=3)(=[O:22])=[O:21])[O:1][N:2]=2)[CH2:7][CH2:6]1. Reported procedure: The title compound, white solid, m.p. 129° C. and MS: m/e=456.4 (M+) was prepared in accordance with the general method of example 13 from N-hydroxy-cyclopropane-carboxamidine and (2RS,5SR)-3-[5-(4-fluoro-phenyl)-1-(toluene-4-sulfonyl)-pyrrolidin-2-yl]-propionic acid.